Dataset: the Open Reaction Database (ORD), a public repository of structured organic reaction records. Task: describe an organic reaction: reactants, conditions, products, and yield Starting materials: Cl.COC1=C2CCCC(C2=CC=C1)CN (5-Methoxy-1-aminomethyl tetralin hydrochloride), free base, C(=O)OCC (Ethyl formate). The solvent is C1(=CC=CC=C1)C (toluene). Product: C(=O)NCC1CCCC2=C(C=CC=C12)OC (1-((N-Formylamino)methyl)-5-methoxytetralin). RXN SMILES: Cl.[CH3:2][O:3][C:4]1[CH:13]=[CH:12][CH:11]=[C:10]2[C:5]=1[CH2:6][CH2:7][CH2:8][CH:9]2[CH2:14][NH2:15].[CH:16](OCC)=[O:17]>C1(C)C=CC=CC=1>[CH:16]([NH:15][CH2:14][CH:9]1[C:10]2[C:5](=[C:4]([O:3][CH3:2])[CH:13]=[CH:12][CH:11]=2)[CH2:6][CH2:7][CH2:8]1)=[O:17] |f:0.1|. Procedure: The product from Example 14 was converted to its free base (3.4 g) and dissolved into toluene (30 ml). Ethyl formate (5 ml) was added and the reaction stirred at reflux for 5 hr. The solvent was removed to afford a solid. Recrystallization from Et2O/CH2Cl2 afforded 3.07 g of desired product. Anal. calcd. for C13H17NO2 ; C, 71.21; H, 7.81; N, 6.39. Found: C, 71.26; H, 7.82; N, 6.41. Starting materials: CC1=CN(C2=CC=C(C=C12)O)N(C1=CC=NC=C1)CCC (3-methyl-1-(propyl-4-pyridinylamino)-1H-indol-5-ol), C([O-])([O-])=O.[K+].[K+] (potassium carbonate), C(C1=CC=CC=C1)N=C=O (benzyl isocyanate). The solvent is O1CCCC1 (tetrahydrofuran). Reaction conditions: time 16 hour. The product is C1(=CC=CC=C1)CNC(OC=1C=C2C(=CN(C2=CC1)N(C1=CC=NC=C1)CCC)C)=O (3-Methyl-1-(propyl-4-pyridinylamino)-1H-indol-5-yl phenylmethylcarbamate). Reaction SMILES: [CH3:1][C:2]1[C:10]2[C:5](=[CH:6][CH:7]=[C:8]([OH:11])[CH:9]=2)[N:4]([N:12]([CH2:19][CH2:20][CH3:21])[C:13]2[CH:18]=[CH:17][N:16]=[CH:15][CH:14]=2)[CH:3]=1.C(=O)([O-])[O-].[K+].[K+].[CH2:28]([N:35]=[C:36]=[O:37])[C:29]1[CH:34]=[CH:33][CH:32]=[CH:31][CH:30]=1>O1CCCC1>[C:29]1([CH2:28][NH:35][C:36](=[O:37])[O:11][C:8]2[CH:9]=[C:10]3[C:5](=[CH:6][CH:7]=2)[N:4]([N:12]([CH2:19][CH2:20][CH3:21])[C:13]2[CH:18]=[CH:17][N:16]=[CH:15][CH:14]=2)[CH:3]=[C:2]3[CH3:1])[CH:34]=[CH:33][CH:32]=[CH:31][CH:30]=1 |f:1.2.3|. Reported procedure: To a solution consisting of 3-methyl-1-(propyl-4-pyridinylamino)-1H-indol-5-ol (1.80 g) and tetrahydrofuran (43 ml) were added with stirring at room temperature milled potassium carbonate (0.93 g) and benzyl isocyanate (0.87 ml). Stirring was continued under nitrogen for 16 hours. The mixture was filtered through a pad of celite and the solids washed with ethyl acetate. Concentration followed by purification via flash column chromatography (silica gel, 2% Et3N/EtOAc) afforded 2.28 g of the desir... Starting materials: OCC=1SSC(=CC1)CO[Si](C)(C)C(C)(C)C (3-(hydroxymethyl)-6-[(tert-butyldimethylsilyloxy)methyl]-1,2-dithiin), CCOC(=O)/N=N/C(=O)OCC (diethylazodicarboxylate), CN(C)C1=CC(=CC=C1)O (3--N,N-dimethylaminophenol), C1(=CC=CC=C1)P(C1=CC=CC=C1)C1=CC=CC=C1 (triphenylphosphine). The solvent is C1CCOC1 (THF), C1CCOC1 (THF). Reaction conditions: temperature 0 celsius, time 3 hour. The product is CN(C)C=1C=C(C=CC1)OCC1=CC=CSS1 (6-[[3-(N,N-dimethylamino)-phenyloxy]methyl]-1,2-dithiin). Yield: 63.0%. As a reaction SMILES: OC[C:3]1[S:4][S:5][C:6]([CH2:9][O:10][Si](C(C)(C)C)(C)C)=[CH:7][CH:8]=1.[CH3:18][N:19]([C:21]1[CH:26]=[CH:25][CH:24]=[C:23](O)[CH:22]=1)[CH3:20].C1(P(C2C=CC=CC=2)C2C=CC=CC=2)C=CC=CC=1.CCOC(/N=N/C(OCC)=O)=O>C1COCC1>[CH3:18][N:19]([C:21]1[CH:22]=[C:23]([O:10][CH2:9][C:6]2[S:5][S:4][CH:3]=[CH:8][CH:7]=2)[CH:24]=[CH:25][CH:26]=1)[CH3:20]. Procedure: To a stirred solution of 200 mg (0.688 mmol) of 3-(hydroxymethyl)-6-[(tert-butyldimethylsilyloxy)methyl]-1,2-dithiin (U.S. Ser. No. 08/212,096) in 2 mL dry THF was added a solution of 3--N,N-dimethylaminophenol (190 mg, 1.376 mmol) in 2 mL THF, followed by addition of (220 mg, 0.839 mmol) triphenylphosphine. The resulting solution was cooled to 0° C., then 140 μL (155 mg, 0.890 mmol) of diethylazodicarboxylate was added, and the reaction mixture was kept at 0°-5° C. for 3 h until TLC analysis sh... Starting materials: CCO, [H][H], [N-]=[N+]=NCCCCCCCc1ccccc1. Product: NCCCCCCCc1ccccc1. As a reaction SMILES: [CH3:19][CH2:20][OH:21].[H:17][H:18].[c:1]1([CH2:7][CH2:8][CH2:9][CH2:10][CH2:11][CH2:12][CH2:13][N:14]=[N+:15]=[N-:16])[cH:2][cH:3][cH:4][cH:5][cH:6]1>>[c:1]1([CH2:7][CH2:8][CH2:9][CH2:10][CH2:11][CH2:12][CH2:13][NH2:14])[cH:2][cH:3][cH:4][cH:5][cH:6]1. Procedure: To a solution of 78 mg (0.10 mmol) of (−)-4-(4,4-Difluorocyclohexyl)-3-{fluoro[4-(trifluoromethyl)phenyl]methyl}-2-[1-[5-(hydroxymethyl)pyrimidin-2-yl]piperidin-4-yl]-5-[(4-methoxybenzyl)oxy]-7,7-dimethyl-5,6,7,8-tetrahydroquinoline, which was prepared by a method similar to that of Reference Example 17, in 2 ml of dichloromethane, 340 μl (2.0 mmol) of diisopropylethylamine and 77 μl (1.0 mmol) of methanesulfonyl chloride were added, and 2 ml of ethanol was added thereto immediately after initia... Starting materials: FC1(CCC(CC1)C1=C(C(=NC=2CC(CC(C12)OCC1=CC=C(C=C1)OC)(C)C)C1CCN(CC1)C1=NC=C(C=N1)CO)C(C1=CC=C(C=C1)C(F)(F)F)F)F ((−)-4-(4,4-Difluorocyclohexyl)-3-{fluoro[4-(trifluoromethyl)phenyl]methyl}-2-[1-[5-(hydroxymethyl)pyrimidin-2-yl]piperidin-4-yl]-5-[(4-methoxybenzyl)oxy]-7,7-dimethyl-5,6,7,8-tetrahydroquinoline), C(O)([O-])=O.[Na+] (sodium hydrogencarbonate), C(C)(C)N(CC)C(C)C (diisopropylethylamine), CS(=O)(=O)Cl (methanesulfonyl chloride). Product: FC1(CCC(CC1)C1=C(C(=NC=2CC(CC(C12)OCC1=CC=C(C=C1)OC)(C)C)C1CCN(CC1)C1=NC=C(C=N1)COCC)C(C1=CC=C(C=C1)C(F)(F)F)F)F (4-(4,4-Difluorocyclohexyl)-2-{1-[5-(ethoxymethyl)pyrimidin-2-yl]piperidin-4-yl}-3-{fluoro[4-(trifluoromethyl)phenyl]methyl}-5-[(4-methoxybenzyl)oxy]-7,7-dimethyl-5,6,7,8-tetrahydroquinoline). Run in ClCCl (dichloromethane), C(C)O (ethanol). RXN SMILES: [F:1][C:2]1([F:56])[CH2:7][CH2:6][CH:5]([C:8]2[C:17]3[CH:16]([O:18][CH2:19][C:20]4[CH:25]=[CH:24][C:23]([O:26][CH3:27])=[CH:22][CH:21]=4)[CH2:15][C:14]([CH3:29])([CH3:28])[CH2:13][C:12]=3[N:11]=[C:10]([CH:30]3[CH2:35][CH2:34][N:33]([C:36]4[N:41]=[CH:40][C:39]([CH2:42][OH:43])=[CH:38][N:37]=4)[CH2:32][CH2:31]3)[C:9]=2[CH:44]([F:55])[C:45]2[CH:50]=[CH:49][C:48]([C:51]([F:54])([F:53])[F:52])=[CH:47][CH:46]=2)[CH2:4][CH2:3]1.[CH:57](N(C(C)C)CC)(C)[CH3:58].CS(Cl)(=O)=O.C(=O)([O-])O.[Na+]>ClCCl.C(O)C>[F:56][C:2]1([F:1])[CH2:7][CH2:6][CH:5]([C:8]2[C:17]3[CH:16]([O:18][CH2:19][C:20]4[CH:21]=[CH:22][C:23]([O:26][CH3:27])=[CH:24][CH:25]=4)[CH2:15][C:14]([CH3:28])([CH3:29])[CH2:13][C:12]=3[N:11]=[C:10]([CH:30]3[CH2:31][CH2:32][N:33]([C:36]4[N:41]=[CH:40][C:39]([CH2:42][O:43][CH2:57][CH3:58])=[CH:38][N:37]=4)[CH2:34][CH2:35]3)[C:9]=2[CH:44]([F:55])[C:45]2[CH:46]=[CH:47][C:48]([C:51]([F:53])([F:52])[F:54])=[CH:49][CH:50]=2)[CH2:4][CH2:3]1 |f:3.4|. The yield is 83.9%. Starting materials: BrBr (Bromine), O (water), C(CC(=O)C)(=O)OCC (Ethyl acetoacetate), BrC=1C=C(N=NC1N)Cl (5-Bromo-3-chloro-6-aminopyridazine). The solvent is C(Cl)(Cl)Cl (CHCl3), C(Cl)(Cl)Cl (CHCl3). Conditions: temperature 0 celsius, time 2 hour. The product is BrC=1C=2N(N=C(C1)Cl)C=C(N2)CC(=O)OCC (Ethyl 2-(8-bromo-6-chloroimidazo[1,2-b]pyridazin-2-yl)acetate). RXN SMILES: [C:1]([O:7][CH2:8][CH3:9])(=[O:6])[CH2:2][C:3]([CH3:5])=O.BrBr.[Br:12][C:13]1[CH:14]=[C:15]([Cl:20])[N:16]=[N:17][C:18]=1[NH2:19].O>C(Cl)(Cl)Cl>[Br:12][C:13]1[C:18]2[N:17]([CH:5]=[C:3]([CH2:2][C:1]([O:7][CH2:8][CH3:9])=[O:6])[N:19]=2)[N:16]=[C:15]([Cl:20])[CH:14]=1. Reported procedure: Ethyl acetoacetate (2.55 mL, 20.0 mmol) was dissolved in CHCl3 (5 mL) and then the solution was cooled to 0° C. Bromine (1.03 mL, 20.0 mmol) in CHCl3 (6 mL) was added dropwise and then the reaction was stirred at 0° C. for 2 h. The reaction was warmed to rt and stirred for 16 h. The headspace of the reaction vessel was purged with air to remove HBr, and then the reaction was stirred an additional 2 h open to air. The reaction was washed with ice-cold water (20 mL) and then the aqueous layer was ... The reactants are C=CCCC(=O)OCC, C1CCOC1, CN(C)P(=O)(N(C)C)N(C)C, [Li]CCCC, CC(C)NC(C)C, FC(F)(F)c1cccc(CCI)c1. The product is C=CCC(CCc1cccc(C(F)(F)F)c1)C(=O)OCC. RXN SMILES: [CH2:24]([CH3:25])[O:26][C:27]([CH2:28][CH2:29][CH:30]=[CH2:31])=[O:32].[CH2:46]1[O:47][CH2:48][CH2:49][CH2:50]1.[CH3:13][N:14]([CH3:15])[P:16]([N:17]([CH3:18])[CH3:19])([N:20]([CH3:21])[CH3:22])=[O:23].[CH3:8][CH2:9][CH2:10][CH2:11][Li:12].[CH:1]([NH:2][CH:3]([CH3:4])[CH3:5])([CH3:6])[CH3:7].[I:33][CH2:34][CH2:35][c:36]1[cH:37][c:38]([C:42]([F:43])([F:44])[F:45])[cH:39][cH:40][cH:41]1>>[CH2:24]([CH3:25])[O:26][C:27]([CH:28]([CH2:29][CH:30]=[CH2:31])[CH2:34][CH2:35][c:36]1[cH:37][c:38]([C:42]([F:43])([F:44])[F:45])[cH:39][cH:40][cH:41]1)=[O:32].